From a dataset of the Open Reaction Database (ORD), a public repository of structured organic reaction records. describe an organic reaction: reactants, conditions, products, and yield Reactants: N1=CC(=CC=C1)N (pyridin-3-amine), C(#N)/C(/C(=O)OCC)=C\OCC ((E)-ethyl 2-cyano-3-ethoxyacrylate). Run in C1(=CC=CC=C1)C (toluene). The product is C(#N)C(C(=O)OCC)=CNC=1C=NC=CC1 (ethyl 2-cyano-3-(pyridin-3-ylamino)acrylate). RXN SMILES: [N:1]1[CH:6]=[CH:5][CH:4]=[C:3]([NH2:7])[CH:2]=1.[C:8](/[C:10](=[CH:16]\OCC)/[C:11]([O:13][CH2:14][CH3:15])=[O:12])#[N:9]>C1(C)C=CC=CC=1>[C:8]([C:10](=[CH:16][NH:7][C:3]1[CH:2]=[N:1][CH:6]=[CH:5][CH:4]=1)[C:11]([O:13][CH2:14][CH3:15])=[O:12])#[N:9]. Procedure details: A mixture of pyridin-3-amine (C-1) (10.0 g, 106.3 mmol, 1.0 eq) and (E)-ethyl 2-cyano-3-ethoxyacrylate (C-2) (21.5 g, 127 mmol, 1.2 eq) in toluene (40 mL) is stirred at reflux under argon for 5 h and then allowed to cool to RT. The precipitate is collected by filtration, rinsed with a mixture of petroether and ethyl acetate (v/v=2:1, 3×10 mL), and then dried in vacuo to afford the product, ethyl 2-cyano-3-(pyridin-3-ylamino)acrylate (C-3). As a reaction SMILES: [OH:1][C:2]1[CH:3]=[C:4]2[C:9](=[CH:10][C:11]=1[C:12](=[O:16])[CH2:13][CH2:14][Cl:15])[NH:8][C:7](=[O:17])[CH2:6][CH2:5]2.N1C=CC=CC=1.[CH3:24][S:25](Cl)(=[O:27])=[O:26].[Cl-].[Na+]>CN(C)C=O>[CH3:24][S:25]([O:1][C:2]1[CH:3]=[C:4]2[C:9](=[CH:10][C:11]=1[C:12](=[O:16])[CH2:13][CH2:14][Cl:15])[NH:8][C:7](=[O:17])[CH2:6][CH2:5]2)(=[O:27])=[O:26] |f:3.4|. Yields the product CS(=O)(=O)OC=1C=C2CCC(NC2=CC1C(CCCl)=O)=O (6-methylsulfonyloxy-7-(3-chloropropionyl)-3,4-dihydrocarbostyril). The reactants are [Cl-].[Na+] (sodium chloride), OC=1C=C2CCC(NC2=CC1C(CCCl)=O)=O (6-hydroxy-7-(3-chloropropionyl)-3,4-dihydrocarbostyril), N1=CC=CC=C1 (pyridine), CS(=O)(=O)Cl (methanesulfonyl chloride). Solvent: CN(C=O)C (dimethylformamide). Procedure details: 5.06 Grams of 6-hydroxy-7-(3-chloropropionyl)-3,4-dihydrocarbostyril and 1.8 g of anhydrous pyridine were mixed with 50 ml of dimethylformamide. Then the mixture was cooled with ice and 2.5 g of methanesulfonyl chloride was added to the mixture and stirred at a room temperature for 3 hours. The reaction mixture was poured into 100 ml of a saturated sodium chloride solution and extracted with chloroform. The chloroform layer was washed with water, dried and chloroform was removed by distillation ... Conditions: time 3 hour. Starting materials: [Al+3], CC(=O)Cl, Cc1ccc2c(c1)C(C)(C)CC(C)C2(C)C, [Cl-], [Cl-], [Cl-], CC(Cl)Cl, Cl. The product is CC(=O)c1cc2c(cc1C)C(C)(C)CC(C)C2(C)C. RXN SMILES: [Al+3:22].[CH3:17][C:18]([Cl:19])=[O:20].[CH3:1][C:2]1([CH3:16])[CH:3]([CH3:15])[CH2:4][C:5]([CH3:13])([CH3:14])[c:6]2[cH:7][c:8]([CH3:12])[cH:9][cH:10][c:11]21.[Cl-:21].[Cl-:23].[Cl-:24].[Cl:26][CH:27]([Cl:28])[CH3:29].[ClH:25]>>[CH3:1][C:2]1([CH3:16])[CH:3]([CH3:15])[CH2:4][C:5]([CH3:13])([CH3:14])[c:6]2[cH:7][c:8]([CH3:12])[c:9]([C:18]([CH3:17])=[O:20])[cH:10][c:11]21. The reactants are BrC1=CC=C(S1)C(=O)N1N=C(CC1C1=C(C=CC=C1)O)C=1C=NC=CC1 (2-{1-[(5-bromo-2-thienyl)carbonyl]-3-pyridin-3-yl-4,5-dihydro-1H-pyrazol-5-yl}phenol), O (water), CC1(OB(OC1(C)C)C=1C=NNC1)C (4-(4,4,5,5-tetramethyl-1,3,2-dioxaborolan-2-yl)-1H-pyrazole), C([O-])([O-])=O.[Cs+].[Cs+] (cesium carbonate). Reagents/catalysts: C=1C=CC(=CC1)[P](C=2C=CC=CC2)(C=3C=CC=CC3)[Pd]([P](C=4C=CC=CC4)(C=5C=CC=CC5)C=6C=CC=CC6)([P](C=7C=CC=CC7)(C=8C=CC=CC8)C=9C=CC=CC9)[P](C=1C=CC=CC1)(C=1C=CC=CC1)C=1C=CC=CC1 (tetrakis(triphenylphosphine)palladium(0)). The solvent is CO (MeOH), CN(C)C=O (DMF). Run at time 15 minute. Product: N1N=CC(=C1)C1=CC=C(S1)C(=O)N1N=C(CC1C1=C(C=CC=C1)O)C=1C=NC=CC1 (2-(1-{[5-(1H-pyrazol-4-yl)-2-thienyl]carbonyl}-3-pyridin-3-yl-4,5-dihydro-1H-pyrazol-5-yl)phenol). Yield: 23.8%. As a reaction SMILES: Br[C:2]1[S:6][C:5]([C:7]([N:9]2[CH:13]([C:14]3[CH:19]=[CH:18][CH:17]=[CH:16][C:15]=3[OH:20])[CH2:12][C:11]([C:21]3[CH:22]=[N:23][CH:24]=[CH:25][CH:26]=3)=[N:10]2)=[O:8])=[CH:4][CH:3]=1.O.CC1(C)C(C)(C)OB([C:36]2[CH:37]=[N:38][NH:39][CH:40]=2)O1.C(=O)([O-])[O-].[Cs+].[Cs+]>CO.CN(C=O)C.C1C=CC([P]([Pd]([P](C2C=CC=CC=2)(C2C=CC=CC=2)C2C=CC=CC=2)([P](C2C=CC=CC=2)(C2C=CC=CC=2)C2C=CC=CC=2)[P](C2C=CC=CC=2)(C2C=CC=CC=2)C2C=CC=CC=2)(C2C=CC=CC=2)C2C=CC=CC=2)=CC=1>[NH:38]1[CH:37]=[C:36]([C:2]2[S:6][C:5]([C:7]([N:9]3[CH:13]([C:14]4[CH:19]=[CH:18][CH:17]=[CH:16][C:15]=4[OH:20])[CH2:12][C:11]([C:21]4[CH:22]=[N:23][CH:24]=[CH:25][CH:26]=4)=[N:10]3)=[O:8])=[CH:4][CH:3]=2)[CH:40]=[N:39]1 |f:3.4.5,^1:58,60,79,98|. Reported procedure: To a solution of 2-{1-[(5-bromo-2-thienyl)carbonyl]-3-pyridin-3-yl-4,5-dihydro-1H-pyrazol-5-yl}phenol (0.209 g, 0.488 mmol) in MeOH (1 mL), DMF (1 mL), and water (1 mL) was added 4-(4,4,5,5-tetramethyl-1,3,2-dioxaborolan-2-yl)-1H-pyrazole (0.110 g, 0.567 mmol), tetrakis(triphenylphosphine)palladium(0) (0.032 g, 0.028 mmol) and cesium carbonate (0.318 g, 0.976 mmol). The reaction mixture was subjected to MWI at 100° C. for 15 minutes. A precipitate formed and was filtered and washed with water to... Starting materials: Cc1ccccc1, CC(=O)[O-], O=[N+]([O-])c1cc(F)c(Oc2ccc(Cl)cc2)c(F)c1, [Fe], [NH4+], O. Yields the product Nc1cc(F)c(Oc2ccc(Cl)cc2)c(F)c1. RXN SMILES: [CH3:20][c:21]1[cH:22][cH:23][cH:24][cH:25][cH:26]1.[CH3:28][C:29](=[O:30])[O-:31].[Cl:1][c:2]1[cH:3][cH:4][c:5]([O:6][c:7]2[c:8]([F:17])[cH:9][c:10]([N+:14]([O-:15])=[O:16])[cH:11][c:12]2[F:13])[cH:18][cH:19]1.[Fe:32].[NH4+:27].[OH2:33]>>[Cl:1][c:2]1[cH:3][cH:4][c:5]([O:6][c:7]2[c:8]([F:17])[cH:9][c:10]([NH2:14])[cH:11][c:12]2[F:13])[cH:18][cH:19]1.